This data is from the Open Reaction Database (ORD), a public repository of structured organic reaction records. The task is: describe an organic reaction: reactants, conditions, products, and yield The reactants are C(C)OC(C1=C(C=C(C(=C1)F)Cl)NC1CC1)=O (4-chloro-2-cyclopropylamino-5-fluoro-benzoic acid ethyl ester), [Li+].[OH-] (LiOH), CO (methanol). Run in C1CCOC1 (THF). Reaction conditions: time 8 hour. Product: ClC1=CC(=C(C(=O)O)C=C1F)NC1CC1 (4-Chloro-2-cyclopropylamino-5-fluoro-benzoic Acid). Isolated yield 82.2%. RXN SMILES: C([O:3][C:4](=[O:17])[C:5]1[CH:10]=[C:9]([F:11])[C:8]([Cl:12])=[CH:7][C:6]=1[NH:13][CH:14]1[CH2:16][CH2:15]1)C.[Li+].[OH-].CO>C1COCC1>[Cl:12][C:8]1[C:9]([F:11])=[CH:10][C:5]([C:4]([OH:17])=[O:3])=[C:6]([NH:13][CH:14]2[CH2:15][CH2:16]2)[CH:7]=1 |f:1.2|. Procedure: A solution of 4-chloro-2-cyclopropylamino-5-fluoro-benzoic acid ethyl ester (Example B-3, 4.10 g, 15.9 mmol) in THF (100 mL) was reacted with an aqueous solution of 1.0 N LiOH (45 mL, 45 mmol) and methanol (40 mL) and allowed to stir overnight. The mixture was then concentrated to one-third volume and acidified with 1.0 N HCl. The mixture was extracted with ethyl acetate. the organic layers combined, dried with sodium sulfate, and concentrated to provide 3.0 g of the title compound as an oil. The reactants are Cc1cccc(C)c1C=O, CO, CCOC(C)=O, Cc1nc2c(N)cc(Cl)cn2c1C, [Na+], [OH-], O. The product is Cc1cccc(C)c1CNc1cc(Cl)cn2c(C)c(C)nc12. Reaction SMILES: [CH3:14][c:15]1[c:16]([CH:17]=[O:18])[c:19]([CH3:23])[cH:20][cH:21][cH:22]1.[CH3:24][OH:25].[CH3:28][CH2:29][O:30][C:31](=[O:32])[CH3:33].[NH2:1][c:2]1[c:3]2[n:4]([cH:5][c:6]([Cl:8])[cH:7]1)[c:9]([CH3:13])[c:10]([CH3:12])[n:11]2.[Na+:27].[OH-:26].[OH2:34]>>[NH:1]([c:2]1[c:3]2[n:4]([cH:5][c:6]([Cl:8])[cH:7]1)[c:9]([CH3:13])[c:10]([CH3:12])[n:11]2)[CH2:17][c:16]1[c:15]([CH3:14])[cH:22][cH:21][cH:20][c:19]1[CH3:23]. Product: CCOC(=O)CN1CCC(N2CCN(C(=O)C(Cc3cc(C)c(O)c(C)c3)OC(=O)N3CCC(N4CCc5ccccc5NC4=O)CC3)CC2)CC1. As a reaction SMILES: [CH3:62][CH2:63][OH:64].[H:60][H:61].[O:1]=[C:2]1[NH:3][c:4]2[c:5]([cH:56][cH:57][cH:58][cH:59]2)[CH2:6][CH2:7][N:8]1[CH:9]1[CH2:10][CH2:11][N:12]([C:15](=[O:16])[O:17][CH:18]([C:19](=[O:20])[N:21]2[CH2:22][CH2:23][N:24]([CH:27]3[CH2:28][CH2:29][N:30]([CH2:33][C:34](=[O:35])[O:36][CH2:37][CH3:38])[CH2:31][CH2:32]3)[CH2:25][CH2:26]2)[CH2:39][c:40]2[cH:41][c:42]([CH3:55])[c:43]([O:47][CH2:48][c:49]3[cH:50][cH:51][cH:52][cH:53][cH:54]3)[c:44]([CH3:46])[cH:45]2)[CH2:13][CH2:14]1>>[O:1]=[C:2]1[NH:3][c:4]2[c:5]([cH:56][cH:57][cH:58][cH:59]2)[CH2:6][CH2:7][N:8]1[CH:9]1[CH2:10][CH2:11][N:12]([C:15](=[O:16])[O:17][CH:18]([C:19](=[O:20])[N:21]2[CH2:22][CH2:23][N:24]([CH:27]3[CH2:28][CH2:29][N:30]([CH2:33][C:34](=[O:35])[O:36][CH2:37][CH3:38])[CH2:31][CH2:32]3)[CH2:25][CH2:26]2)[CH2:39][c:40]2[cH:41][c:42]([CH3:55])[c:43]([OH:47])[c:44]([CH3:46])[cH:45]2)[CH2:13][CH2:14]1. The reactants are CCO, [H][H], CCOC(=O)CN1CCC(N2CCN(C(=O)C(Cc3cc(C)c(OCc4ccccc4)c(C)c3)OC(=O)N3CCC(N4CCc5ccccc5NC4=O)CC3)CC2)CC1. Reactants: Cl (HCl), ClC1=C(C=O)C=CC(=C1Cl)SC1=C(C=CC=C1)OC (2,3-dichloro-4-(2-methoxyphenylthio)-benzaldehyde), C(CC(=O)O)(=O)O (malonic acid), N1CCCCC1 (piperidine). The solvent is N1=CC=CC=C1 (pyridine). The product is ClC1=C(C=CC(=O)O)C=CC(=C1Cl)SC1=C(C=CC=C1)OC (2.3-Dichloro-4-(2-methoxyphenythio)-cinnamic acid). Yield: 75.3%. As a reaction SMILES: [Cl:1][C:2]1[C:9]([Cl:10])=[C:8]([S:11][C:12]2[CH:17]=[CH:16][CH:15]=[CH:14][C:13]=2[O:18][CH3:19])[CH:7]=[CH:6][C:3]=1[CH:4]=O.C(O)(=O)[CH2:21][C:22]([OH:24])=[O:23].N1CCCCC1.Cl>N1C=CC=CC=1>[Cl:1][C:2]1[C:9]([Cl:10])=[C:8]([S:11][C:12]2[CH:17]=[CH:16][CH:15]=[CH:14][C:13]=2[O:18][CH3:19])[CH:7]=[CH:6][C:3]=1[CH:4]=[CH:21][C:22]([OH:24])=[O:23]. Reported procedure: A mixture of 2,3-dichloro-4-(2-methoxyphenylthio)-benzaldehyde (2.03 g), 1.44 g malonic acid, 5 mL pyridine, and 0.100 g piperidine was heated to 115 degrees for 1.5 hours. The mixture was cooled, and ice and HCl were added. The resulting solid was: filtered, washed with water and dissolved in tetrahydrofuran. This solution was dried over sodium sulfate, the solvent removed and ether added to give 1.733 g of product, m.p. 187-188 C. Reactants: CCOC(=O)c1ccccc1-c1ccc(CSCCOc2ccccc2)cc1, C1CCOC1, [Li+], O=C(O)c1cccc(-c2ccc(CSCCOc3ccccc3)cc2)c1, [OH-]. The product is O=C(O)c1ccccc1-c1ccc(CSCCOc2ccccc2)cc1. Reaction SMILES: [CH2:27]([CH3:28])[O:29][C:30](=[O:31])[c:32]1[c:33](-[c:38]2[cH:39][cH:40][c:41]([CH2:44][S:45][CH2:46][CH2:47][O:48][c:49]3[cH:50][cH:51][cH:52][cH:53][cH:54]3)[cH:42][cH:43]2)[cH:34][cH:35][cH:36][cH:37]1.[CH2:57]1[O:58][CH2:59][CH2:60][CH2:61]1.[Li+:55].[O:1]([CH2:2][CH2:3][S:4][CH2:5][c:6]1[cH:7][cH:8][c:9](-[c:10]2[cH:11][cH:12][cH:13][c:14]([C:15]([OH:16])=[O:17])[cH:18]2)[cH:19][cH:20]1)[c:21]1[cH:22][cH:23][cH:24][cH:25][cH:26]1.[OH-:56]>>[O:29]=[C:30]([OH:31])[c:32]1[c:33](-[c:38]2[cH:39][cH:40][c:41]([CH2:44][S:45][CH2:46][CH2:47][O:48][c:49]3[cH:50][cH:51][cH:52][cH:53][cH:54]3)[cH:42][cH:43]2)[cH:34][cH:35][cH:36][cH:37]1. Reactants: O=C([O-])[O-], C=CCBr, [Cs+], [Cs+], CC(C)c1ccc(-c2nc(=O)n(C(C)C)c3ccc(O)cc23)cc1. Product: C=CCOc1ccc2c(c1)c(-c1ccc(C(C)C)cc1)nc(=O)n2C(C)C. RXN SMILES: [C:25](=[O:26])([O-:27])[O-:28].[CH2:31]([CH:32]=[CH2:33])[Br:34].[Cs+:29].[Cs+:30].[OH:1][c:2]1[cH:3][c:4]2[c:5](-[c:16]3[cH:17][cH:18][c:19]([CH:22]([CH3:23])[CH3:24])[cH:20][cH:21]3)[n:6][c:7](=[O:15])[n:8]([CH:12]([CH3:13])[CH3:14])[c:9]2[cH:10][cH:11]1>>[O:1]([c:2]1[cH:3][c:4]2[c:5](-[c:16]3[cH:17][cH:18][c:19]([CH:22]([CH3:23])[CH3:24])[cH:20][cH:21]3)[n:6][c:7](=[O:15])[n:8]([CH:12]([CH3:13])[CH3:14])[c:9]2[cH:10][cH:11]1)[CH2:33][CH:32]=[CH2:31]. Reactants: COC(=O)O[C@H]1C[C@@H](CC2=CC=C3[C@@H]4CC[C@H](C(C)C=O)[C@]4(CC[C@@H]3[C@@]12C)C)OC(=O)OC (1α,3β-bis(methoxycarbonyloxy)pregna-5,7-diene-20-carbaldehyde), CC(=O)C.OS(=O)(=O)O.O=[Cr](=O)=O (Jones' reagent), [Cr](=O)(=O)(O)O (chromic acid), S(O)(O)(=O)=O (sulfuric acid). The solvent is CC(=O)C (acetone), C(C)(C)O (isopropyl alcohol), O (water). Product: COC(=O)O[C@H]1C[C@@H](CC2=CC=C3[C@@H]4CC[C@H](C(C)C(=O)O)[C@]4(CC[C@@H]3[C@@]12C)C)OC(=O)OC (1α,3β-bis(methoxycarbonyloxy)pregna-5,7-diene-20-carboxylic acid). RXN SMILES: [CH3:1][O:2][C:3]([O:5][C@@H:6]1[C@@:26]2([CH3:27])[C:10](=[CH:11][CH:12]=[C:13]3[C@@H:25]2[CH2:24][CH2:23][C@@:22]2([CH3:28])[C@H:14]3[CH2:15][CH2:16][C@@H:17]2[CH:18]([CH:20]=[O:21])[CH3:19])[CH2:9][C@@H:8]([O:29][C:30]([O:32][CH3:33])=[O:31])[CH2:7]1)=[O:4].CC(C)=[O:36].OS(O)(=O)=O.O=[Cr](=O)=O.[Cr](O)(O)(=O)=O.S(=O)(=O)(O)O>CC(C)=O.O.C(O)(C)C>[CH3:1][O:2][C:3]([O:5][C@@H:6]1[C@@:26]2([CH3:27])[C:10](=[CH:11][CH:12]=[C:13]3[C@@H:25]2[CH2:24][CH2:23][C@@:22]2([CH3:28])[C@H:14]3[CH2:15][CH2:16][C@@H:17]2[CH:18]([C:20]([OH:36])=[O:21])[CH3:19])[CH2:9][C@@H:8]([O:29][C:30]([O:32][CH3:33])=[O:31])[CH2:7]1)=[O:4] |f:1.2.3|. Procedure details: In 5 ml of acetone was dissolved 120 mg of 1α,3β-bis(methoxycarbonyloxy)pregna-5,7-diene-20-carbaldehyde and the solution was stirred with ice-cooling. Then, Jones' reagent prepared by mixing chromic acid with concentrated sulfuric acid and diluting the mixture with water in accordance with the method of K. Bowden et al. (J. Chem. Soc., p. 39, (1946)) was added dropwise to the above solution until the red color of the reagent would be persistent. After the excess reagent was decomposed with isop... The reactants are COCCCCCCOC1=CC=C(C(=O)NNC(C2=CC=C(C=C2)C(=O)OC)=O)C=C1 (N-[4-(6-methoxy-n-hexyloxy)benzoyl]-N′-(4-methoxycarbonylbenzoyl)hydrazine), P12(=S)SP3(=S)SP(=S)(S1)SP(=S)(S2)S3 (phosphorus pentasulfide), O (water). Solvent: O1CCCC1 (tetrahydrofuran). Product: COCCCCCCOC1=CC=C(C=C1)C1=NN=C(S1)C1=CC=C(C(=O)OC)C=C1 (methyl 4-[5-[4-(6-methoxy-n-hexyloxy)phenyl]-1,3,4-thiadiazol-2-yl]benzoate). Isolated yield 165.2%. Reaction SMILES: [CH3:1][O:2][CH2:3][CH2:4][CH2:5][CH2:6][CH2:7][CH2:8][O:9][C:10]1[CH:31]=[CH:30][C:13]([C:14]([NH:16][NH:17][C:18](=O)[C:19]2[CH:24]=[CH:23][C:22]([C:25]([O:27][CH3:28])=[O:26])=[CH:21][CH:20]=2)=O)=[CH:12][CH:11]=1.P12(SP3(SP(SP(S3)(S1)=S)(=S)S2)=S)=[S:33].O>O1CCCC1>[CH3:1][O:2][CH2:3][CH2:4][CH2:5][CH2:6][CH2:7][CH2:8][O:9][C:10]1[CH:31]=[CH:30][C:13]([C:14]2[S:33][C:18]([C:19]3[CH:24]=[CH:23][C:22]([C:25]([O:27][CH3:28])=[O:26])=[CH:21][CH:20]=3)=[N:17][N:16]=2)=[CH:12][CH:11]=1. Procedure details: A mixture of N-[4-(6-methoxy-n-hexyloxy)benzoyl]-N′-(4-methoxycarbonylbenzoyl)hydrazine (193.4 g) and phosphorus pentasulfide (113.34 g) in tetrahydrofuran (2.5 L) was heated to reflux for 1 hour then cooled to room temperature and poured into water (7 L). The resulting precipitate was collected by filtration, washed thoroughly with water then partially dried. The solid was added to 1:1 CH3CN—H2O (200 ml), sitrred then filtered. This procedure was repeated a further 2 times, and the resulting ye...